Dataset: the Open Reaction Database (ORD), a public repository of structured organic reaction records. Task: describe an organic reaction: reactants, conditions, products, and yield Reactants: FC1=C(C(=CC=C1)F)CC#N (2-(2,6-Difluorophenyl)acetonitrile), B.[K] (potassium boron hydride). The reagents and catalysts are [Ni] (Raney nickel). The solvent is C(C)O (ethanol). Run at time 5 hour. The product is FC1=C(C(=CC=C1)F)CCN (2-(2,6-difluorophenyl)ethanamine). As a reaction SMILES: [F:1][C:2]1[CH:7]=[CH:6][CH:5]=[C:4]([F:8])[C:3]=1[CH2:9][C:10]#[N:11].B.[K]>[Ni].C(O)C>[F:1][C:2]1[CH:7]=[CH:6][CH:5]=[C:4]([F:8])[C:3]=1[CH2:9][CH2:10][NH2:11] |f:1.2,^1:12|. Reported procedure: 2-(2,6-Difluorophenyl)acetonitrile (2.34 g, 15.28 mmol) was added to potassium boron hydride (3.29 g, 61.12 mmol) and Raney nickel (0.897 g, 15.28 mmol) in 50 mL of absolute ethanol while stirring. Then, vigorously stirring was continued at room temperature for 5 hrs. Starting materials: O=C(O)c1ccc(Br)cn1, CCCCC([Sn])=C(CCCC)CCCC, C1COCCO1, Cl[Pd]Cl, c1ccc(P(c2ccccc2)c2ccccc2)cc1, c1ccc(P(c2ccccc2)c2ccccc2)cc1. Yields the product C=Cc1ccc(C(=O)O)nc1. RXN SMILES: [Br:1][c:2]1[cH:3][cH:4][c:5]([C:8](=[O:9])[OH:10])[n:6][cH:7]1.[CH2:11]([CH2:12][CH2:24][CH3:25])[C:13]([Sn:14])=[C:15]([CH2:16][CH2:17][CH2:18][CH3:19])[CH2:20][CH2:21][CH2:22][CH3:23].[O:26]1[CH2:27][CH2:28][O:29][CH2:30][CH2:31]1.[Pd:32]([Cl:33])[Cl:34].[c:35]1([P:36]([c:37]2[cH:38][cH:39][cH:40][cH:41][cH:42]2)[c:43]2[cH:44][cH:45][cH:46][cH:47][cH:48]2)[cH:49][cH:50][cH:51][cH:52][cH:53]1.[c:54]1([P:55]([c:56]2[cH:57][cH:58][cH:59][cH:60][cH:61]2)[c:62]2[cH:63][cH:64][cH:65][cH:66][cH:67]2)[cH:68][cH:69][cH:70][cH:71][cH:72]1>>[c:2]1([CH:11]=[CH2:12])[cH:3][cH:4][c:5]([C:8](=[O:9])[OH:10])[n:6][cH:7]1. The reactants are CCOC(=O)c1ccc(Br)c(O)c1Br, NC(=O)CCl, [K+], [K+], O=C([O-])[O-], CN(C)C=O, O. Yields the product CCOC(=O)c1ccc(Br)c(OCC(N)=O)c1Br. RXN SMILES: [Br:7][c:8]1[c:9]([C:10](=[O:11])[O:12][CH2:13][CH3:14])[cH:15][cH:16][c:17]([Br:20])[c:18]1[OH:19].[Cl:26][CH2:27][C:28](=[O:29])[NH2:30].[K+:1].[K+:2].[O-:3][C:4]([O-:5])=[O:6].[O:21]=[CH:22][N:23]([CH3:24])[CH3:25].[OH2:31]>>[Br:7][c:8]1[c:9]([C:10](=[O:11])[O:12][CH2:13][CH3:14])[cH:15][cH:16][c:17]([Br:20])[c:18]1[O:19][CH2:27][C:28](=[O:29])[NH2:30]. Reactants: NC=1C=C(C=C(C1)Br)O (3-Amino-5-bromophenol), FC1=C(C=CC(=C1)F)S(=O)(=O)Cl (2,4-difluorobenzene-1-sulfonyl chloride), 15b. The product is BrC=1C=C(C=C(C1)O)NS(=O)(=O)C1=C(C=C(C=C1)F)F (N-(3-Bromo-5-hydroxyphenyl)-2,4-difluorobenzenesulfonamide). Isolated yield 121.5%. RXN SMILES: [NH2:1][C:2]1[CH:3]=[C:4]([OH:9])[CH:5]=[C:6]([Br:8])[CH:7]=1.[F:10][C:11]1[CH:16]=[C:15]([F:17])[CH:14]=[CH:13][C:12]=1[S:18](Cl)(=[O:20])=[O:19]>>[Br:8][C:6]1[CH:7]=[C:2]([NH:1][S:18]([C:12]2[CH:13]=[CH:14][C:15]([F:17])=[CH:16][C:11]=2[F:10])(=[O:20])=[O:19])[CH:3]=[C:4]([OH:9])[CH:5]=1. Procedure: 3-Amino-5-bromophenol (600 mg, 2.87 mmol, prepared according to WO 2011119704 A1 20110929) was treated with 2,4-difluorobenzene-1-sulfonyl chloride (386 μl, 2.87 mmol) according to the method described in Preparation 15b to give 1.27 g (99% yield) of the title compound as an oil. Purity 70%. The reactants are BrC=1C=CC(=NC1Cl)C(=O)O (5-bromo-6-chloropicolinic acid), N[C@H](C(=O)N)CC(C)C ((2S)-2-amino-4-methyl-pentanamide). The product is C(N)(=O)[C@H](CC(C)C)NC(=O)C1=NC(=C(C=C1)Br)Cl (5-Bromo-6-chloro-pyridine-2-carboxylic acid ((S)-1-carbamoyl-3-methyl-butyl)-amide). Reaction SMILES: [Br:1][C:2]1[CH:3]=[CH:4][C:5]([C:9]([OH:11])=O)=[N:6][C:7]=1[Cl:8].[NH2:12][C@@H:13]([CH2:17][CH:18]([CH3:20])[CH3:19])[C:14]([NH2:16])=[O:15]>>[C:14]([C@@H:13]([NH:12][C:9]([C:5]1[CH:4]=[CH:3][C:2]([Br:1])=[C:7]([Cl:8])[N:6]=1)=[O:11])[CH2:17][CH:18]([CH3:20])[CH3:19])(=[O:15])[NH2:16]. Procedure details: The title compound was synthesized in analogy to Example 1, using 5-bromo-6-chloropicolinic acid (CAN 959958-25-9) and (2S)-2-amino-4-methyl-pentanamide (CAN 687-51-4) as starting materials, MS (EI): m/e=350.0 [M+H]+. The reactants are BrC(Br)(Br)Br, ClCCl, OCc1cccc(-c2ccc(C(F)(F)F)cc2)c1, c1ccc(P(c2ccccc2)c2ccccc2)cc1. Product: FC(F)(F)c1ccc(-c2cccc(CBr)c2)cc1. RXN SMILES: [Br:19][C:20]([Br:21])([Br:22])[Br:23].[Cl:43][CH2:44][Cl:45].[F:1][C:2]([c:3]1[cH:4][cH:5][c:6](-[c:9]2[cH:10][c:11]([CH2:15][OH:16])[cH:12][cH:13][cH:14]2)[cH:7][cH:8]1)([F:17])[F:18].[c:24]1([P:25]([c:26]2[cH:27][cH:28][cH:29][cH:30][cH:31]2)[c:32]2[cH:33][cH:34][cH:35][cH:36][cH:37]2)[cH:38][cH:39][cH:40][cH:41][cH:42]1>>[F:1][C:2]([c:3]1[cH:4][cH:5][c:6](-[c:9]2[cH:10][c:11]([CH2:15][Br:19])[cH:12][cH:13][cH:14]2)[cH:7][cH:8]1)([F:17])[F:18]. Starting materials: ClCCl, CN(C)C=O, CC(C)S(=O)(=O)c1ccc(C(CC2CCCC2)C(=O)O)cc1, O=C(Cl)C(=O)Cl, CC(C)(O)Cn1ccc(N)n1, Cc1cccc(C)n1. Product: CC(C)S(=O)(=O)c1ccc(C(CC2CCCC2)C(=O)Nc2ccn(CC(C)(C)O)n2)cc1. As a reaction SMILES: [CH2:48]([Cl:49])[Cl:50].[CH3:51][N:52]([CH3:53])[CH:54]=[O:55].[CH:1]1([CH2:6][CH:7]([C:8](=[O:9])[OH:10])[c:11]2[cH:12][cH:13][c:14]([S:17](=[O:18])(=[O:19])[CH:20]([CH3:21])[CH3:22])[cH:15][cH:16]2)[CH2:2][CH2:3][CH2:4][CH2:5]1.[Cl:23][C:24]([C:25]([Cl:26])=[O:27])=[O:28].[NH2:29][c:30]1[n:31][n:32]([CH2:35][C:36]([CH3:37])([OH:38])[CH3:39])[cH:33][cH:34]1.[n:40]1[c:41]([CH3:42])[cH:43][cH:44][cH:45][c:46]1[CH3:47]>>[CH:1]1([CH2:6][CH:7]([C:8](=[O:9])[NH:29][c:30]2[n:31][n:32]([CH2:35][C:36]([CH3:37])([OH:38])[CH3:39])[cH:33][cH:34]2)[c:11]2[cH:12][cH:13][c:14]([S:17](=[O:18])(=[O:19])[CH:20]([CH3:21])[CH3:22])[cH:15][cH:16]2)[CH2:2][CH2:3][CH2:4][CH2:5]1.